Dataset: the Open Reaction Database (ORD), a public repository of structured organic reaction records. Task: describe an organic reaction: reactants, conditions, products, and yield Reactants: [Li]CCCC, CCCCCC, CC1(C)CCCC(C)(C)N1, CC(=O)O, CCOCC, Clc1ccncc1Cl, C[Si](C)(C)N=C=O, O. Product: NC(=O)c1nccc(Cl)c1Cl. As a reaction SMILES: [CH3:11][CH2:12][CH2:13][CH2:14][Li:15].[CH3:16][CH2:17][CH2:18][CH2:19][CH2:20][CH3:21].[CH3:1][C:2]1([CH3:3])[CH2:4][CH2:5][CH2:6][C:7]([CH3:8])([CH3:9])[NH:10]1.[CH3:37][C:38](=[O:39])[OH:40].[CH3:41][CH2:42][O:43][CH2:44][CH3:45].[Cl:22][c:23]1[cH:24][n:25][cH:26][cH:27][c:28]1[Cl:29].[N:30](=[C:31]=[O:32])[Si:33]([CH3:34])([CH3:35])[CH3:36].[OH2:46]>>[Cl:22][c:23]1[c:24]([C:31]([NH2:30])=[O:32])[n:25][cH:26][cH:27][c:28]1[Cl:29]. Reactants: BrC=1C=C(C=C(C1)C)C (5-bromo-m-xylene), BrN1C(CCC1=O)=O (N-bromo-succinimide), C(C)(C)(C)OOC(C1=CC=CC=C1)=O (tert-butyl-perbenzoate). The solvent is ClC(Cl)(Cl)Cl (tetrachloromethane). Conditions: time 3 hour. The product is BrC1=CC(=CC(=C1)C)CBr (1-Bromo-3-bromomethyl-5-methyl-benzene). RXN SMILES: [Br:1][C:2]1[CH:3]=[C:4]([CH3:9])[CH:5]=[C:6]([CH3:8])[CH:7]=1.[Br:10]N1C(=O)CCC1=O.C(OOC(=O)C1C=CC=CC=1)(C)(C)C>ClC(Cl)(Cl)Cl>[Br:1][C:2]1[CH:7]=[C:6]([CH3:8])[CH:5]=[C:4]([CH2:9][Br:10])[CH:3]=1. Procedure details: To a solution of 5 ml (36.8 mmol) 5-bromo-m-xylene and 6.55 g (36.8 mmol) N-bromo-succinimide in 35 ml tetrachloromethane is added 0.138 ml (0.74 mmol) tert-butyl-perbenzoate. The mixture is irradiated using a heating lamp and stirred for 3 hrs at reflux temperature. The mixture is cooled to room temperature, filtered and evaporated. The product is isolated by chromatography on silica gel (flashmaster, hexane) to give the title compound as white crystals. Starting materials: CCN(C(C)C)C(C)C, [Cu]I, CC1(C)OC2C(CNS(N)(=O)=O)OC(n3cnc4c(I)ncnc43)C2O1, CN(C)C=O, Cl[Pd]Cl, C#Cc1ccccc1, c1ccc(P(c2ccccc2)c2ccccc2)cc1, c1ccc(P(c2ccccc2)c2ccccc2)cc1. Product: CC1(C)OC2C(CNS(N)(=O)=O)OC(n3cnc4c(CCc5ccccc5)ncnc43)C2O1. RXN SMILES: [CH:35]([N:36]([CH2:37][CH3:38])[CH:39]([CH3:40])[CH3:41])([CH3:42])[CH3:43].[Cu:49][I:50].[I:1][c:2]1[c:3]2[n:4][cH:5][n:6]([CH:11]3[O:12][CH:13]([CH2:21][NH:22][S:23](=[O:24])(=[O:25])[NH2:26])[CH:14]4[CH:15]3[O:16][C:17]([CH3:19])([CH3:20])[O:18]4)[c:7]2[n:8][cH:9][n:10]1.[O:44]=[CH:45][N:46]([CH3:47])[CH3:48].[Pd:51]([Cl:52])[Cl:53].[c:27]1([C:33]#[CH:34])[cH:28][cH:29][cH:30][cH:31][cH:32]1.[c:54]1([P:55]([c:56]2[cH:57][cH:58][cH:59][cH:60][cH:61]2)[c:62]2[cH:63][cH:64][cH:65][cH:66][cH:67]2)[cH:68][cH:69][cH:70][cH:71][cH:72]1.[c:73]1([P:74]([c:75]2[cH:76][cH:77][cH:78][cH:79][cH:80]2)[c:81]2[cH:82][cH:83][cH:84][cH:85][cH:86]2)[cH:87][cH:88][cH:89][cH:90][cH:91]1>>[c:2]1([CH2:34][CH2:33][c:27]2[cH:28][cH:29][cH:30][cH:31][cH:32]2)[c:3]2[n:4][cH:5][n:6]([CH:11]3[O:12][CH:13]([CH2:21][NH:22][S:23](=[O:24])(=[O:25])[NH2:26])[CH:14]4[CH:15]3[O:16][C:17]([CH3:19])([CH3:20])[O:18]4)[c:7]2[n:8][cH:9][n:10]1.